From a dataset of the Open Reaction Database (ORD), a public repository of structured organic reaction records. describe an organic reaction: reactants, conditions, products, and yield The reactants are CCC[Mg+], CC(C)(C=O)CC#N, [Cl-], [Cl-], COc1cc(-c2cnc3c(n2)c(I)cn3[Si](C(C)C)(C(C)C)C(C)C)cc(OC)c1OC, [Li+], C1CCOC1. Yields the product COc1cc(-c2cnc3c(n2)c(C(O)C(C)(C)CC#N)cn3[Si](C(C)C)(C(C)C)C(C)C)cc(OC)c1OC. As a reaction SMILES: [CH2:4]([Mg+:5])[CH2:6][CH3:7].[CH3:40][C:41]([CH2:42][C:43]#[N:44])([CH:45]=[O:46])[CH3:47].[Cl-:1].[Cl-:3].[I:8][c:9]1[cH:10][n:11]([Si:30]([CH:31]([CH3:32])[CH3:33])([CH:34]([CH3:35])[CH3:36])[CH:37]([CH3:38])[CH3:39])[c:12]2[n:13][cH:14][c:15](-[c:18]3[cH:19][c:20]([O:28][CH3:29])[c:21]([O:26][CH3:27])[c:22]([O:24][CH3:25])[cH:23]3)[n:16][c:17]12.[Li+:2].[O:48]1[CH2:49][CH2:50][CH2:51][CH2:52]1>>[c:9]1([CH:45]([C:41]([CH3:40])([CH2:42][C:43]#[N:44])[CH3:47])[OH:46])[cH:10][n:11]([Si:30]([CH:31]([CH3:32])[CH3:33])([CH:34]([CH3:35])[CH3:36])[CH:37]([CH3:38])[CH3:39])[c:12]2[n:13][cH:14][c:15](-[c:18]3[cH:19][c:20]([O:28][CH3:29])[c:21]([O:26][CH3:27])[c:22]([O:24][CH3:25])[cH:23]3)[n:16][c:17]12. Reactants: NC=1C=C(C=C(C1)C(=O)O)B(O)O (3-amino-5-carboxyphenylboronic acid), C(=S)(Cl)Cl (thiophosgene). The solvent is Cl (HCl), Cl (HCl). Yields the product N(=C=S)C=1C=C(C=C(C1)C(=O)O)B(O)O (3-Isothiocyanato-5-carboxyphenylboronic Acid). RXN SMILES: [NH2:1][C:2]1[CH:3]=[C:4]([B:11]([OH:13])[OH:12])[CH:5]=[C:6]([C:8]([OH:10])=[O:9])[CH:7]=1.[C:14](Cl)(Cl)=[S:15]>Cl>[N:1]([C:2]1[CH:3]=[C:4]([B:11]([OH:13])[OH:12])[CH:5]=[C:6]([C:8]([OH:10])=[O:9])[CH:7]=1)=[C:14]=[S:15]. Procedure: To a solution of 3-amino-5-carboxyphenylboronic acid (150 mg, 0.08 mmol) in 3N HCl (3 ml) was added thiophosgene (92 mg, 0.08 mmol) in 3N HCl (3 ml) and the reaction mixture was stirred at room temperature. A white solid was formed after 20 minutes. This was recrystallized from hexane/ethyl acetate. M.P. >350° C. Anal. Calcd. for C8H6NO4BS.3H2O. C, 42.06; H, 2.91; N, 6.13. Found: C, 42.51; H, 2.87; N, 5.68. Starting materials: ClC(CC(C(=O)OCC)C(C)C)=C (ethyl 4-chloro-2-isopropyl-4-pentenoate), C(C)O (ethanol), [OH-].[Na+] (sodium hydroxide). The solvent is O (water). Yields the product ClC(CC(C(=O)O)C(C)C)=C (4-chloro-2-isopropyl-4-pentenoic acid). Yield: 70.1%. Reaction SMILES: [Cl:1][C:2](=[CH2:13])[CH2:3][CH:4]([CH:10]([CH3:12])[CH3:11])[C:5]([O:7]CC)=[O:6].C(O)C.[OH-].[Na+]>O>[Cl:1][C:2](=[CH2:13])[CH2:3][CH:4]([CH:10]([CH3:11])[CH3:12])[C:5]([OH:7])=[O:6] |f:2.3|. Reported procedure: The ethyl 4-chloro-2-isopropyl-4-pentenoate (8.0 g, 0.039 mol) was refluxed for 20 hrs. in 15 ml of water and 15 ml of ethanol containing 4.8 g (0.12 mol) of sodium hydroxide. Most of the ethanol was removed on the rotary evaporator and the residue taken up in 100 ml of water. The aqueous solution was extracted with two 50 ml portions of ether, then acidified with conc. HCl. The acidified mixture was extracted twice with 100 ml of ether. The ether was washed with water, dried (MgSO4), and remove... The reactants are Brc1csc2ccccc12, C1CCOC1, [Cu]I, Cc1cc(C)c(S(=O)(=O)N2CC2C(F)(F)F)c(C)c1, [Mg]. Product: Cc1cc(C)c(S(=O)(=O)NC(Cc2csc3ccccc23)C(F)(F)F)c(C)c1. Reaction SMILES: [Br:2][c:3]1[c:4]2[c:5]([s:6][cH:7]1)[cH:8][cH:9][cH:10][cH:11]2.[CH2:31]1[O:32][CH2:33][CH2:34][CH2:35]1.[Cu:36][I:37].[F:12][C:13]([CH:14]1[N:15]([S:17](=[O:18])(=[O:19])[c:20]2[c:21]([CH3:28])[cH:22][c:23]([CH3:27])[cH:24][c:25]2[CH3:26])[CH2:16]1)([F:29])[F:30].[Mg:1]>>[c:3]1([CH2:16][CH:14]([C:13]([F:12])([F:29])[F:30])[NH:15][S:17](=[O:18])(=[O:19])[c:20]2[c:21]([CH3:28])[cH:22][c:23]([CH3:27])[cH:24][c:25]2[CH3:26])[c:4]2[c:5]([s:6][cH:7]1)[cH:8][cH:9][cH:10][cH:11]2. The reactants are ClCCCCCCOC=1C=CC2=C(C(C=C(O2)C2CCCC2)=O)C1 (6-(6-chlorohexoxy)-2-cyclopentyl-4H-1-benzopyran-4-one), OC1CCNCC1 (4-hydroxypiperidine). Yields the product Cl.C1(CCCC1)C=1OC2=C(C(C1)=O)C=C(C=C2)OCCCCCCN2CCC(CC2)O (2-Cyclopentyl-6-[6-(4-Hydroxypiperidyl)hexoxy1-4H-1-benzopyran-4-one hydrochloride). As a reaction SMILES: [Cl:1][CH2:2][CH2:3][CH2:4][CH2:5][CH2:6][CH2:7][O:8][C:9]1[CH:10]=[CH:11][C:12]2[O:17][C:16]([CH:18]3[CH2:22][CH2:21][CH2:20][CH2:19]3)=[CH:15][C:14](=[O:23])[C:13]=2[CH:24]=1.[OH:25][CH:26]1[CH2:31][CH2:30][NH:29][CH2:28][CH2:27]1>>[ClH:1].[CH:18]1([C:16]2[O:17][C:12]3[CH:11]=[CH:10][C:9]([O:8][CH2:7][CH2:6][CH2:5][CH2:4][CH2:3][CH2:2][N:29]4[CH2:30][CH2:31][CH:26]([OH:25])[CH2:27][CH2:28]4)=[CH:24][C:13]=3[C:14](=[O:23])[CH:15]=2)[CH2:22][CH2:21][CH2:20][CH2:19]1 |f:2.3|. Reported procedure: The reaction between 6-(6-chlorohexoxy)-2-cyclopentyl-4H-1-benzopyran-4-one and 4-hydroxypiperidine was carried out in a manner similar to that of Example 3: mp 125°-126° C.